Dataset: the Open Reaction Database (ORD), a public repository of structured organic reaction records. Task: describe an organic reaction: reactants, conditions, products, and yield The reactants are C(C)(C)(C)OC(NCCCN(CCCNC1=C2C(N(C3=CC=CC=C13)C)=C1C=CC=CC1=N2)C)=O ([3-[methyl-[3-(5-methyl-5H-indolo[3,2-b]quinolin-11-ylamino)-propyl]amino]propyl)-carbamic acid tert-butyl ester), FC(C(=O)O)(F)F (trifluoroacetic acid). The solvent is C(Cl)Cl (CH2Cl2). Run at time 16 hour. Product: CN(CCCN)CCCNC1=C2C(N(C3=CC=CC=C13)C)=C1C=CC=CC1=N2 (N1-methyl-N1-[3-(5-methyl-5H-indolo[3,2-b]quinolin-11-ylamino)propyl]propane-1,3-diamine). Isolated yield 101.2%. RXN SMILES: C(OC(=O)[NH:7][CH2:8][CH2:9][CH2:10][N:11]([CH3:34])[CH2:12][CH2:13][CH2:14][NH:15][C:16]1[C:25]2[C:20](=[CH:21][CH:22]=[CH:23][CH:24]=2)[N:19]([CH3:26])[C:18]2=[C:27]3[C:32](=[N:33][C:17]=12)[CH:31]=[CH:30][CH:29]=[CH:28]3)(C)(C)C.FC(F)(F)C(O)=O>C(Cl)Cl>[CH3:34][N:11]([CH2:12][CH2:13][CH2:14][NH:15][C:16]1[C:25]2[C:20](=[CH:21][CH:22]=[CH:23][CH:24]=2)[N:19]([CH3:26])[C:18]2=[C:27]3[C:32](=[N:33][C:17]=12)[CH:31]=[CH:30][CH:29]=[CH:28]3)[CH2:10][CH2:9][CH2:8][NH2:7]. Reported procedure: To a solution of [3-[methyl-[3-(5-methyl-5H-indolo[3,2-b]quinolin-11-ylamino)-propyl]amino]propyl)-carbamic acid tert-butyl ester (49 mg, 0.1 mmol) in CH2Cl2 (10 ml), was added trifluoroacetic acid (12_l). This mixture was stirred at room temperature for 16 h, at which point the reaction was completed by TLC. All solvents were removed under reduced pressure to give N1-methyl-N1-[3-(5-methyl-5H-indolo[3,2-b]quinolin-11-ylamino)propyl]propane-1,3-diamine (38 mg, 92%) as an oil, which was used dire... Starting materials: C(C)C1=C(C=CC=C1C(=O)N)C1=CC=CC=C1 (2-ethyl-[1,1'-biphenyl]-3-carboxamide), [OH-].[K+] (potassium hydroxide), Cl (hydrochloric acid). Run in ice water, OCCOCCO (2-hydroxyethyl ether), C(C)OCC (diethyl ether). Product: C(C)C1=C(C=CC=C1C(=O)O)C1=CC=CC=C1 (2-ethyl-[1,1'-biphenyl]-3-carboxylic acid). Yield: 104.5%. RXN SMILES: [CH2:1]([C:3]1[C:8]([C:9](N)=[O:10])=[CH:7][CH:6]=[CH:5][C:4]=1[C:12]1[CH:17]=[CH:16][CH:15]=[CH:14][CH:13]=1)[CH3:2].[OH-:18].[K+].Cl>OCCOCCO.C(OCC)C>[CH2:1]([C:3]1[C:8]([C:9]([OH:18])=[O:10])=[CH:7][CH:6]=[CH:5][C:4]=1[C:12]1[CH:17]=[CH:16][CH:15]=[CH:14][CH:13]=1)[CH3:2] |f:1.2|. Procedure: A stirred solution of 2-ethyl-[1,1'-biphenyl]-3-carboxamide (2.1 g, 0.0093 mole) and potassium hydroxide (26.3 g, 0.4 mole) in 175 ml of 2-hydroxyethyl ether was heated at 163° for approximately 18 hours. The reaction mixture was cooled and diluted with 150 ml of ice water. The solution was acidified with concentrated hydrochloric acid to form a precipitate. The precipitate was isolated by filtration and dissolved in diethyl ether; the ethereal solution was dried over anhydrous magnesium sulfate... The solvent is C1CCOC1 (THF), CO (methanol). Reported procedure: To a solution of 4-(4-acetylthiopiperidin-1-yl)nitrobenzene (3.34 g) in a mixture of THF (30 ml) and methanol (30 ml) was added 28% sodium methoxide methanol solution (2.67 ml) at 0-5° C. and stirred at the same temperature for 30 minutes. To the mixture was added iodopropane (1.51 ml) at the same temperature and stirred at ambient temperature for 2 hours. The reaction mixture was evaporated in vacuo and dissolved in ethyl acetate (100 ml). The solution was washed three times with saturated aque... RXN SMILES: [C:1]([S:4][CH:5]1[CH2:10][CH2:9][N:8]([C:11]2[CH:16]=[CH:15][C:14]([N+:17]([O-])=O)=[CH:13][CH:12]=2)[CH2:7][CH2:6]1)(=O)[CH3:2].CO.C[O-].[Na+].I[CH2:26]CC>C1COCC1.CO>[CH2:1]([S:4][CH:5]1[CH2:10][CH2:9][N:8]([C:11]2[CH:16]=[CH:15][C:14]([NH2:17])=[CH:13][CH:12]=2)[CH2:7][CH2:6]1)[CH2:2][CH3:26] |f:1.2.3|. Reaction conditions: time 30 minute. The product is C(CC)SC1CCN(CC1)C1=CC=C(N)C=C1 (4-(4-propylthiopiperidin-1-yl)aniline). Reactants: C(C)(=O)SC1CCN(CC1)C1=CC=C(C=C1)[N+](=O)[O-] (4-(4-acetylthiopiperidin-1-yl)nitrobenzene), ICCC (iodopropane), CO.C[O-].[Na+] (sodium methoxide methanol). The reactants are C#CCC(NS(=O)(=O)c1ccc(C)cc1)C(=O)O, COC(CN)OC, CCN=C=NCCCN(C)C, CCN(C(C)C)C(C)C, CN(C)C=O, On1nnc2ccccc21. Product: C#CCC(NS(=O)(=O)c1ccc(C)cc1)C(=O)NCC(OC)OC. As a reaction SMILES: [CH3:1][c:2]1[cH:3][cH:4][c:5]([S:8](=[O:9])(=[O:10])[NH:11][CH:12]([C:13](=[O:14])[OH:15])[CH2:16][C:17]#[CH:18])[cH:6][cH:7]1.[CH3:38][O:39][CH:40]([CH2:41][NH2:42])[O:43][CH3:44].[CH3:45][CH2:46][N:47]=[C:48]=[N:49][CH2:50][CH2:51][CH2:52][N:53]([CH3:54])[CH3:55].[CH:29]([N:30]([CH2:31][CH3:32])[CH:33]([CH3:34])[CH3:35])([CH3:36])[CH3:37].[O:56]=[CH:57][N:58]([CH3:59])[CH3:60].[OH:19][n:20]1[c:21]2[c:22]([cH:23][cH:24][cH:25][cH:26]2)[n:27][n:28]1>>[CH3:1][c:2]1[cH:3][cH:4][c:5]([S:8](=[O:9])(=[O:10])[NH:11][CH:12]([C:13](=[O:15])[NH:42][CH2:41][CH:40]([O:39][CH3:38])[O:43][CH3:44])[CH2:16][C:17]#[CH:18])[cH:6][cH:7]1. Product: N#Cc1ncc(-c2ccc3cc(CCO)ccc3c2)cn1. Starting materials: OCCc1ccc2cc(Br)ccc2c1, C[Sn](C)(C)c1cnc(C#N)nc1, [Cs+], [F-], C1COCCO1. Reaction SMILES: [Br:13][c:14]1[cH:15][c:16]2[cH:17][cH:18][c:19]([CH2:24][CH2:25][OH:26])[cH:20][c:21]2[cH:22][cH:23]1.[CH3:1][Sn:2]([c:3]1[cH:4][n:5][c:6]([C:9]#[N:10])[n:7][cH:8]1)([CH3:11])[CH3:12].[Cs+:28].[F-:27].[O:29]1[CH2:30][CH2:31][O:32][CH2:33][CH2:34]1>>[c:3]1(-[c:14]2[cH:15][c:16]3[cH:17][cH:18][c:19]([CH2:24][CH2:25][OH:26])[cH:20][c:21]3[cH:22][cH:23]2)[cH:4][n:5][c:6]([C:9]#[N:10])[n:7][cH:8]1.